This data is from the Open Reaction Database (ORD), a public repository of structured organic reaction records. The task is: describe an organic reaction: reactants, conditions, products, and yield Starting materials: FC(S(=O)(=O)OC1=CN(N=CC1=O)C1=CC(=CC=C1)C(F)(F)F)(F)F (5-oxo-2-[3-(trifluoromethyl)phenyl]-2,5-dihydropyridazin-4-yl trifluoromethanesulfonate), C1(=CC=CC=C1)C (toluene), C1(=CC=CC=C1)N1N=CC=C1B1OC(C(O1)(C)C)(C)C (1-phenyl-5-(4,4,5,5-tetramethyl-1,3,2-dioxaborolan-2-yl)-1H-pyrazole), C([O-])([O-])=O.[Na+].[Na+] (sodium carbonate). The reagents and catalysts are C=1C=CC(=CC1)[P](C=2C=CC=CC2)(C=3C=CC=CC3)[Pd]([P](C=4C=CC=CC4)(C=5C=CC=CC5)C=6C=CC=CC6)([P](C=7C=CC=CC7)(C=8C=CC=CC8)C=9C=CC=CC9)[P](C=1C=CC=CC1)(C=1C=CC=CC1)C=1C=CC=CC1 (tetrakis(triphenylphosphine)palladium(0)). Run in O (water), C(C)O (ethanol), O (water). Conditions: temperature 100 celsius, time 6 hour. Product: C1(=CC=CC=C1)N1N=CC=C1C=1C(C=NN(C1)C1=CC(=CC=C1)C(F)(F)F)=O (5-(1-phenyl-1H-pyrazol-5-yl)-1-[3-(trifluoromethyl)phenyl]pyridazin-4(1H)-one). The yield is 8.8%. As a reaction SMILES: FC(F)(F)S(O[C:7]1[C:12](=[O:13])[CH:11]=[N:10][N:9]([C:14]2[CH:19]=[CH:18][CH:17]=[C:16]([C:20]([F:23])([F:22])[F:21])[CH:15]=2)[CH:8]=1)(=O)=O.[C:26]1([N:32]2[C:36](B3OC(C)(C)C(C)(C)O3)=[CH:35][CH:34]=[N:33]2)[CH:31]=[CH:30][CH:29]=[CH:28][CH:27]=1.C(=O)([O-])[O-].[Na+].[Na+].C1(C)C=CC=CC=1>O.C1C=CC([P]([Pd]([P](C2C=CC=CC=2)(C2C=CC=CC=2)C2C=CC=CC=2)([P](C2C=CC=CC=2)(C2C=CC=CC=2)C2C=CC=CC=2)[P](C2C=CC=CC=2)(C2C=CC=CC=2)C2C=CC=CC=2)(C2C=CC=CC=2)C2C=CC=CC=2)=CC=1.C(O)C>[C:26]1([N:32]2[C:36]([C:7]3[C:12](=[O:13])[CH:11]=[N:10][N:9]([C:14]4[CH:19]=[CH:18][CH:17]=[C:16]([C:20]([F:23])([F:22])[F:21])[CH:15]=4)[CH:8]=3)=[CH:35][CH:34]=[N:33]2)[CH:27]=[CH:28][CH:29]=[CH:30][CH:31]=1 |f:2.3.4,^1:63,65,84,103|. Procedure: 5-oxo-2-[3-(trifluoromethyl)phenyl]-2,5-dihydropyridazin-4-yl trifluoromethanesulfonate (0.100 g), 1-phenyl-5-(4,4,5,5-tetramethyl-1,3,2-dioxaborolan-2-yl)-1H-pyrazole (0.139 g), sodium carbonate (0.109 g) and tetrakis(triphenylphosphine)palladium(0) (0.0298 g) were suspended in a mixed solvent of toluene (2.06 mL), ethanol (0.52 mL) and water (0.52 mL), and the suspension was stirred at 100° C. for 6 hr under an argon atmosphere. The reaction mixture was cooled to room temperature, diluted with... Reactants: SC1=NNC=N1 (3-Mercapto-1,2,4-triazole), C(C)(C)(C)C1=C(C(=CC=C1)C(C)(C)C)O (2,6-di-tertbutylphenol), C=O (paraformaldehyde), C(CCC)NCCCC (di-n-butylamine). Run in C(C)O (ethanol). Product: C(C)(C)(C)C=1C=C(CC2=NC(=NN2)S)C=C(C1O)C(C)(C)C ((3,5-Di-tert-butyl-4-hydroxybenzyl)-3-mercapto-1,2,4-triazole). As a reaction SMILES: [SH:1][C:2]1[N:6]=[CH:5][NH:4][N:3]=1.[C:7]([C:11]1[CH:16]=[CH:15][CH:14]=[C:13]([C:17]([CH3:20])([CH3:19])[CH3:18])[C:12]=1[OH:21])([CH3:10])([CH3:9])[CH3:8].C=O.[CH2:24](NCCCC)CCC>C(O)C>[C:17]([C:13]1[CH:14]=[C:15]([CH:16]=[C:11]([C:7]([CH3:10])([CH3:9])[CH3:8])[C:12]=1[OH:21])[CH2:24][C:5]1[NH:4][N:3]=[C:2]([SH:1])[N:6]=1)([CH3:20])([CH3:19])[CH3:18]. Procedure details: 3-Mercapto-1,2,4-triazole (20.2 g, 0.2 mol), 2,6-di-tertbutylphenol (41.2 g, 0.2 mol), paraformaldehyde (6.0 g, 0.2M) and di-n-butylamine (2 ml) are heated, under reflux, in ethanol (100 ml) for ten hours. The reaction mixture is cooled, and the product is crystallised as a white solid (43 g, 67% of theory) having a m.p. of 184°-185° C. (Found C=63.39; H=8.03; N=13.29; S=10.20 C17H25N3OS requires C=63.95; H=7.84; N=13.17 and S=10.03%). The reactants are OC1(CCC(C2=CC=C(C=C12)Br)(C)C)C1=CC=C(C=C1)C (1,2,3,4-tetrahydro-1-hydroxy-1-(4-methylphenyl)-4,4-dimethyl-7-bromonaphthalene), OC1(CCC(C2=CC=C(C=C12)Br)(C)C)C1=CC=C(C=C1)C (1,2,3,4-tetrahydro-1-hydroxy-1-(4-methylphenyl)-4,4-dimethyl-7-bromonaphthalene), C1=CC=CC=C1 (benzene), O.C1(=CC=C(C=C1)S(=O)(=O)O)C (p-toluenesulfonic acid monohydrate). Run in CCOCC (Et2O). The product is CC1=CC=C(C=C1)C1=CCC(C2=CC=C(C=C12)Br)(C)C (3,4-dihydro-1-(4-methylphenyl)-4,4-dimethyl-7-bromonaphthalene). RXN SMILES: O[C:2]1([C:15]2[CH:20]=[CH:19][C:18]([CH3:21])=[CH:17][CH:16]=2)[C:11]2[C:6](=[CH:7][CH:8]=[C:9]([Br:12])[CH:10]=2)[C:5]([CH3:14])([CH3:13])[CH2:4][CH2:3]1.C1C=CC=CC=1.O.C1(C)C=CC(S(O)(=O)=O)=CC=1>CCOCC>[CH3:21][C:18]1[CH:17]=[CH:16][C:15]([C:2]2[C:11]3[C:6](=[CH:7][CH:8]=[C:9]([Br:12])[CH:10]=3)[C:5]([CH3:14])([CH3:13])[CH2:4][CH:3]=2)=[CH:20][CH:19]=1 |f:2.3|. Procedure: A flask equipped with a Dean-Stark trap was charged with 3.4 g of (9.85 mmol) of 1,2,3,4-tetrahydro-1-hydroxy-1-(4-methylphenyl)-4,4-dimethyl-7-bromonaphthalene (Compound C) and 40 ml of benzene. A catalytic amount of p-toluenesulfonic acid monohydrate was added and the resulting solution heated to reflux for 2 hours. Upon cooling to room temperature, Et2O was added and the solution washed with H2O, saturated aqueous NaHCO3, and saturated aqueous NaCl then dried over MgSO4. Removal of the solven...